Dataset: the Open Reaction Database (ORD), a public repository of structured organic reaction records. Task: describe an organic reaction: reactants, conditions, products, and yield Yield: 76.0%. Solvent: ClCCl (dichloromethane). Reported procedure: To a solution of 100 mg (0.28 mmol) 8-(3-methoxyphenylethynyl)-3,7-dimethyl-1-prop-2-ynyl-3,7-dihydropurine-2,6-dione in dichloromethane (25 mL) was added boron tribromide (0.5 mL, 5.3 mmol) at room temperature. After a few minutes precipitation of a yellow solid could be observed. The suspension was stirred for 0.5-1 h at room temperature until no starting material could be detected by TLC analyses (eluent: dichloromethane/methanol, 9.5:0.5). After hydrolysis with concentrated NaHCO3 solution (... Conditions: time 0.75 hour. The product is OC=1C=C(C=CC1)C#CC1=NC=2N(C(N(C(C2N1C)=O)CC#C)=O)C (8-(3-Hydroxyphenylethynyl)-3,7-dimethyl-1-prop-2-ynyl-3,7-dihydropurine-2,6-dione). As a reaction SMILES: C[O:2][C:3]1[CH:4]=[C:5]([C:9]#[C:10][C:11]2[N:19]([CH3:20])[C:18]3[C:17](=[O:21])[N:16]([CH2:22][C:23]#[CH:24])[C:15](=[O:25])[N:14]([CH3:26])[C:13]=3[N:12]=2)[CH:6]=[CH:7][CH:8]=1.B(Br)(Br)Br>ClCCl>[OH:2][C:3]1[CH:4]=[C:5]([C:9]#[C:10][C:11]2[N:19]([CH3:20])[C:18]3[C:17](=[O:21])[N:16]([CH2:22][C:23]#[CH:24])[C:15](=[O:25])[N:14]([CH3:26])[C:13]=3[N:12]=2)[CH:6]=[CH:7][CH:8]=1. Reactants: COC=1C=C(C=CC1)C#CC1=NC=2N(C(N(C(C2N1C)=O)CC#C)=O)C (8-(3-methoxyphenylethynyl)-3,7-dimethyl-1-prop-2-ynyl-3,7-dihydropurine-2,6-dione), B(Br)(Br)Br (boron tribromide). The reactants are nitro, [N+](=O)([O-])C=1C=CC=2NC3=CC=CC=C3SC2C1 (3-nitro-10H-phenothiazine), intermediate 2.2. The reagents and catalysts are [Pd] (Pd/C). Run in CCO.C1CCOC1 (EtOH THF). The product is NC=1C=CC=2NC3=CC=CC=C3SC2C1 (3-amino-10H-phenothiazine). Yield: 97.0%. Reaction SMILES: [N+:1]([C:4]1[CH:5]=[CH:6][C:7]2[NH:8][C:9]3[C:14]([S:15][C:16]=2[CH:17]=1)=[CH:13][CH:12]=[CH:11][CH:10]=3)([O-])=O>[Pd].CCO.C1COCC1>[NH2:1][C:4]1[CH:5]=[CH:6][C:7]2[NH:8][C:9]3[C:14]([S:15][C:16]=2[CH:17]=1)=[CH:13][CH:12]=[CH:11][CH:10]=3 |f:2.3|. Procedure: Reduction of the nitro function of 3-nitro-10H-phenothiazine (J. Org. Chem. (1972) 37, 2691) is carried out in the presence of Pd/C in an EtOH/THF mixture under the conditions described for intermediate 2.2. A grey solid is obtained with a yield of 97%. Melting point: 150-156° C. Reactants: NC1=C2N=C(N(C2=NC(=N1)OCCCC)CCCC1N(CCCC1)C(=O)OCC1=CC=CC=C1)OC (Phenylmethyl 2-{3-[6-amino-2-(butyloxy)-8-(methyloxy)-9H-purin-9-yl]propyl}-1-piperidinecarboxylate), FC(C(=O)O)(F)F.C[C@@H](CCC)OC1=NC(=C2N=C(NC2=N1)OC)N (2-{[(1S)-1-methylbutyl]oxy}-8-(methyloxy)-9H-purin-6-amine trifluoroacetate salt), BrCCCC1CCN(CC1)C(=O)OCC1=CC=CC=C1 (phenylmethyl 4-(3-bromopropyl)-1-piperidinecarboxylate). Product: NC1=C2N=C(N(C2=NC(=N1)O[C@H](CCC)C)CCCC1CCN(CC1)C(=O)OCC1=CC=CC=C1)OC (Phenylmethyl 4-{3-[6-amino-2-{[(1S)-1-methylbutyl]oxy}-8-(methyloxy)-9H-purin-9-yl]propyl}-1-piperidinecarboxylate). As a reaction SMILES: NC1N=C(OCCCC)N=C2C=1N=C(OC)N2CCCC1CCCCN1C(OCC1C=CC=CC=1)=O.FC(F)(F)C(O)=O.[CH3:44][C@H:45]([O:49][C:50]1[N:58]=[C:57]2[C:53]([N:54]=[C:55]([O:59][CH3:60])[NH:56]2)=[C:52]([NH2:61])[N:51]=1)[CH2:46][CH2:47][CH3:48].Br[CH2:63][CH2:64][CH2:65][CH:66]1[CH2:71][CH2:70][N:69]([C:72]([O:74][CH2:75][C:76]2[CH:81]=[CH:80][CH:79]=[CH:78][CH:77]=2)=[O:73])[CH2:68][CH2:67]1>>[NH2:61][C:52]1[N:51]=[C:50]([O:49][C@@H:45]([CH3:44])[CH2:46][CH2:47][CH3:48])[N:58]=[C:57]2[C:53]=1[N:54]=[C:55]([O:59][CH3:60])[N:56]2[CH2:63][CH2:64][CH2:65][CH:66]1[CH2:67][CH2:68][N:69]([C:72]([O:74][CH2:75][C:76]2[CH:77]=[CH:78][CH:79]=[CH:80][CH:81]=2)=[O:73])[CH2:70][CH2:71]1 |f:1.2|. Procedure: Prepared similarly to Intermediate 31 from 2-{[(1S)-1-methylbutyl]oxy}-8-(methyloxy)-9H-purin-6-amine trifluoroacetate salt and phenylmethyl 4-(3-bromopropyl)-1-piperidinecarboxylate. Reactants: Cl (HCl), C(C)(=O)N1CCC2=CC(=C(C=C12)[N+](=O)[O-])OC (1-acetyl-5-(methyloxy)-6-nitro-2,3-dihydro-1H-indole). The solvent is CO (methanol). Product: COC=1C=C2CCNC2=CC1[N+](=O)[O-] (5-(methyloxy)-6-nitro-2,3-dihydro-1H-indole). The yield is 95.2%. As a reaction SMILES: Cl.C([N:5]1[C:13]2[C:8](=[CH:9][C:10]([O:17][CH3:18])=[C:11]([N+:14]([O-:16])=[O:15])[CH:12]=2)[CH2:7][CH2:6]1)(=O)C>CO>[CH3:18][O:17][C:10]1[CH:9]=[C:8]2[C:13](=[CH:12][C:11]=1[N+:14]([O-:16])=[O:15])[NH:5][CH2:6][CH2:7]2. Procedure: To the solution of conc. HCl (20 mL) in methanol (40 mL) was added 1-acetyl-5-(methyloxy)-6-nitro-2,3-dihydro-1H-indole (7.8 g, 33 mmol) and the resulting mixture was refluxed for 4 hours. After cooling, the solvent was removed in vacuo, the residue was neutralized with saturated aqueous sodium hydrogencarbonate solution, and a brown precipitate formed. The precipitate was filtered via Buchner funnel, washed with water, and dried under reduced pressure to give 5-(methyloxy)-6-nitro-2,3-dihydro-1... Reported procedure: The title compound was prepared from 2-[1-dimethylamino-methylidene]-6-(pyrrolidine-1-carbonyl)-cyclohexanone (58 mg, 0.23 mmol) and N-[3-methoxy-4-(4-methyl-imidazol-1-yl)-phenyl]-guanidine dinitrate (64 mg, 0.17 mmol) using in analogous manner the procedure described in example 45b). Obtained as a yellow solid (55 mg, 73%). MS ISP (m/e): 433.3 (100) [(M+H)+]. mp 94-95° C. The yield is 73.0%. As a reaction SMILES: CN(C)[CH:3]=[C:4]1[CH2:9][CH2:8][CH2:7][CH:6]([C:10]([N:12]2[CH2:16][CH2:15][CH2:14][CH2:13]2)=[O:11])[C:5]1=O.[N+]([O-])(O)=O.[N+]([O-])(O)=O.[CH3:27][O:28][C:29]1[CH:30]=[C:31]([NH:41][C:42]([NH2:44])=[NH:43])[CH:32]=[CH:33][C:34]=1[N:35]1[CH:39]=[C:38]([CH3:40])[N:37]=[CH:36]1>>[CH3:27][O:28][C:29]1[CH:30]=[C:31]([NH:41][C:42]2[N:44]=[CH:3][C:4]3[CH2:9][CH2:8][CH2:7][CH:6]([C:10]([N:12]4[CH2:16][CH2:15][CH2:14][CH2:13]4)=[O:11])[C:5]=3[N:43]=2)[CH:32]=[CH:33][C:34]=1[N:35]1[CH:39]=[C:38]([CH3:40])[N:37]=[CH:36]1 |f:1.2.3|. The reactants are CN(C=C1C(C(CCC1)C(=O)N1CCCC1)=O)C (2-[1-dimethylamino-methylidene]-6-(pyrrolidine-1-carbonyl)-cyclohexanone), [N+](=O)(O)[O-].[N+](=O)(O)[O-].COC=1C=C(C=CC1N1C=NC(=C1)C)NC(=N)N (N-[3-methoxy-4-(4-methyl-imidazol-1-yl)-phenyl]-guanidine dinitrate). The product is COC=1C=C(C=CC1N1C=NC(=C1)C)NC1=NC=2C(CCCC2C=N1)C(=O)N1CCCC1 ({2-[3-Methoxy-4-(4-methyl-imidazol-1-yl)-phenylamino]-5,6,7,8-tetrahydro-quinazolin-8-yl}-pyrrolidin-1-yl-methanone), solid. Reactants: FC(C1=CC=C(C(=O)NCCCO)C=C1)(F)F (3-(4-(trifluoromethyl)benzamido)propan-1-ol), C(C1=CC=CC=C1)OC1=CC(=C(C(=C1)Cl)O)Cl (4-benzyloxy-2,6-dichlorophenol), C1(=CC=CC=C1)P(C1=CC=CC=C1)C1=CC=CC=C1 (triphenylphosphine), N(=NC(=O)OC(C)C)C(=O)OC(C)C (diisopropyl azodicarboxylate). The solvent is O1CCCC1 (tetrahydrofuran), O1CCCC1 (tetrahydrofuran). Product: C(C1=CC=CC=C1)OC1=CC(=C(C(=C1)Cl)OCCCNC(C1=CC=C(C=C1)C(F)(F)F)=O)Cl (1-benzyloxy-3,5-dichloro-4-(3-(4-trifluoromethylbenzamido)propyloxy)benzene). As a reaction SMILES: [F:1][C:2]([F:17])([F:16])[C:3]1[CH:15]=[CH:14][C:6]([C:7]([NH:9][CH2:10][CH2:11][CH2:12][OH:13])=[O:8])=[CH:5][CH:4]=1.[CH2:18]([O:25][C:26]1[CH:31]=[C:30]([Cl:32])[C:29](O)=[C:28]([Cl:34])[CH:27]=1)[C:19]1[CH:24]=[CH:23][CH:22]=[CH:21][CH:20]=1.C1(P(C2C=CC=CC=2)C2C=CC=CC=2)C=CC=CC=1.N(C(OC(C)C)=O)=NC(OC(C)C)=O>O1CCCC1>[CH2:18]([O:25][C:26]1[CH:27]=[C:28]([Cl:34])[C:29]([O:13][CH2:12][CH2:11][CH2:10][NH:9][C:7](=[O:8])[C:6]2[CH:14]=[CH:15][C:3]([C:2]([F:16])([F:17])[F:1])=[CH:4][CH:5]=2)=[C:30]([Cl:32])[CH:31]=1)[C:19]1[CH:20]=[CH:21][CH:22]=[CH:23][CH:24]=1. Procedure: A reaction vessel was charged with 5.25 g (21.2 mmol) of 3-(4-(trifluoromethyl)benzamido)propan-1-ol, 5.72 g (21.2 mmol) of 4-benzyloxy-2,6-dichlorophenol, 5.29 g (20.2 mmol) of triphenylphosphine and 100 ml of tetrahydrofuran, and a solution of 4.08 g (20.2 mmol) of diisopropyl azodicarboxylate dissolved in 20 ml of tetrahydrofuran was added dropwise, while stirring. After stirring at room temperature for 12 hours, the reaction mixture was concentrated, and the residue was subjected to silica g... The reactants are CC(=O)OC(C)=O, CCC12CC(Cl)C3C4CCC(=O)C=C4CCC3C1C(O)CC2=O, c1ccncc1. Yields the product CCC12CC(Cl)C3C4CCC(=O)C=C4CCC3C1C(OC(C)=O)CC2=O. As a reaction SMILES: [CH3:24][C:25](=[O:26])[O:27][C:28](=[O:29])[CH3:30].[Cl:1][CH:2]1[CH:3]2[CH:4]3[CH2:5][CH2:6][C:7](=[O:23])[CH:8]=[C:9]3[CH2:10][CH2:11][CH:12]2[CH:13]2[CH:14]([OH:22])[CH2:15][C:16](=[O:21])[C:17]2([CH2:18][CH3:19])[CH2:20]1.[cH:31]1[cH:32][cH:33][n:34][cH:35][cH:36]1>>[Cl:1][CH:2]1[CH:3]2[CH:4]3[CH2:5][CH2:6][C:7](=[O:23])[CH:8]=[C:9]3[CH2:10][CH2:11][CH:12]2[CH:13]2[CH:14]([O:22][C:25]([CH3:24])=[O:26])[CH2:15][C:16](=[O:21])[C:17]2([CH2:18][CH3:19])[CH2:20]1.